Dataset: the Open Reaction Database (ORD), a public repository of structured organic reaction records. Task: describe an organic reaction: reactants, conditions, products, and yield The reactants are CCNCc1cc2ccccc2nc1-c1cc(CC(=O)OCC)ccc1OC, COCC(=O)Cl. Product: CCOC(=O)Cc1ccc(OC)c(-c2nc3ccccc3cc2CN(CC)C(=O)COC)c1. As a reaction SMILES: [CH2:1]([CH3:2])[O:3][C:4]([CH2:5][c:6]1[cH:7][c:8](-[c:14]2[n:15][c:16]3[cH:17][cH:18][cH:19][cH:20][c:21]3[cH:22][c:23]2[CH2:24][NH:25][CH2:26][CH3:27])[c:9]([O:12][CH3:13])[cH:10][cH:11]1)=[O:28].[CH3:29][O:30][CH2:31][C:32](=[O:33])[Cl:34]>>[CH2:1]([CH3:2])[O:3][C:4]([CH2:5][c:6]1[cH:7][c:8](-[c:14]2[n:15][c:16]3[cH:17][cH:18][cH:19][cH:20][c:21]3[cH:22][c:23]2[CH2:24][N:25]([CH2:26][CH3:27])[C:32]([CH2:31][O:30][CH3:29])=[O:33])[c:9]([O:12][CH3:13])[cH:10][cH:11]1)=[O:28]. Reactants: CN(N=C1CC2CCC1C2(C)C)c1ccc(N2CCOCC2)nn1, ClC(Cl)Cl, Cl. The product is CN(N=C1CC2CCC1C2(C)C)c1ccc(Cl)nn1. Reaction SMILES: [CH3:1][N:2]([N:3]=[C:4]1[CH:5]2[CH2:6][CH2:7][CH:8]([CH2:9]1)[C:10]2([CH3:11])[CH3:12])[c:13]1[n:14][n:15][c:16]([N:19]2[CH2:20][CH2:21][O:22][CH2:23][CH2:24]2)[cH:17][cH:18]1.[CH:26]([Cl:27])([Cl:28])[Cl:29].[ClH:25]>>[CH3:1][N:2]([N:3]=[C:4]1[CH:5]2[CH2:6][CH2:7][CH:8]([CH2:9]1)[C:10]2([CH3:11])[CH3:12])[c:13]1[n:14][n:15][c:16]([Cl:25])[cH:17][cH:18]1. Starting materials: Cc1ccccc1, CCOC(C)=O, [Mg+2], O=S(=O)([O-])[O-], O, CC(=O)NCCC1(O)c2c(ccc3nc(C)oc23)CC1C(C)C, Cc1ccc(S(=O)(=O)O)cc1. Product: CC(=O)NCCC1=C(C(C)C)Cc2ccc3nc(C)oc3c21. As a reaction SMILES: [CH3:42][c:43]1[cH:44][cH:45][cH:46][cH:47][cH:48]1.[CH3:49][CH2:50][O:51][C:52](=[O:53])[CH3:54].[Mg+2:36].[O-:37][S:38](=[O:39])(=[O:40])[O-:41].[OH2:24].[OH:1][C:2]1([CH2:18][CH2:19][NH:20][C:21]([CH3:22])=[O:23])[CH:3]([CH:15]([CH3:16])[CH3:17])[CH2:4][c:5]2[cH:6][cH:7][c:8]3[n:9][c:10]([CH3:14])[o:11][c:12]3[c:13]21.[c:25]1([CH3:26])[cH:27][cH:28][c:29]([S:30]([OH:31])(=[O:32])=[O:33])[cH:34][cH:35]1>>[C:2]1([CH2:18][CH2:19][NH:20][C:21]([CH3:22])=[O:23])=[C:3]([CH:15]([CH3:16])[CH3:17])[CH2:4][c:5]2[cH:6][cH:7][c:8]3[n:9][c:10]([CH3:14])[o:11][c:12]3[c:13]21. The reactants are Br, OCc1c(C(F)(F)F)cccc1C(F)(F)F, O, O=S(=O)(O)O. Yields the product FC(F)(F)c1cccc(C(F)(F)F)c1CBr. RXN SMILES: [BrH:1].[F:7][C:8]([c:9]1[c:10]([CH2:19][OH:20])[c:11]([C:15]([F:16])([F:17])[F:18])[cH:12][cH:13][cH:14]1)([F:21])[F:22].[OH2:23].[S:2](=[O:3])(=[O:4])([OH:5])[OH:6]>>[Br:1][CH2:19][c:10]1[c:9]([C:8]([F:7])([F:21])[F:22])[cH:14][cH:13][cH:12][c:11]1[C:15]([F:16])([F:17])[F:18]. The reactants are F[C@@H]1CO[C@@H](CC[C@H]1NC(OC(C)(C)C)=O)C1=C(C=NN1C)[N+](=O)[O-] (tert-butyl ((3S,4R,7S)-3-fluoro-7-(1-methyl-4-nitro-1H-pyrazol-5-yl)oxepan-4-yl)carbamate), NC1=C(N=C(S1)C1=C(C=CC=C1F)F)C(=O)NC=1C=NN(C1C1OC[C@H]([C@@H](CC1)N)F)C (5-amino-N-(5-((5R,6S)-5-amino-6-fluorooxepan-2-yl)-1-methyl-1H-pyrazol-4-yl)-2-(2,6-difluorophenyl)thiazole-4-carboxamide), F[C@@H]1CO[C@@H](CC[C@H]1NC(OC(C)(C)C)=O)C1=C(C=NN1C)[N+](=O)[O-] (tert-butyl ((3S,4R,7S)-3-fluoro-7-(1-methyl-4-nitro-1H-pyrazol-5-yl)oxepan-4-yl)carbamate), NC1=C(N=C(S1)C1=C(C=CC=C1F)F)C(=O)NC=1C=NN(C1C1OC[C@H]([C@@H](CC1)N)F)C (5-amino-N-(5-((5R,6S)-5-amino-6-fluorooxepan-2-yl)-1-methyl-1H-pyrazol-4-yl)-2-(2,6-difluorophenyl)thiazole-4-carboxamide). Product: N[C@@H]1CC[C@H](OC[C@H]1F)C1=C(C=NN1C)NC(=O)C=1N=C(SC1)C1=C(C=C(C=C1F)C1COCC1)F (N-(5-((2S,5R,6S)-5-amino-6-fluorooxepan-2-yl)-1-methyl-1H-pyrazol-4-yl)-2-(2,6-difluoro-4-(tetrahydrofuran-3-yl)phenyl)thiazole-4-carboxamide). Reaction SMILES: F[C@H]1[C@H](NC(=O)OC(C)(C)C)CC[C@@H:5]([C:17]2N(C)N=[CH:19][C:18]=2[N+]([O-])=O)[O:4]C1.N[C:27]1[S:31][C:30]([C:32]2[C:37]([F:38])=[CH:36][CH:35]=[CH:34][C:33]=2[F:39])=[N:29][C:28]=1[C:40]([NH:42][C:43]1[CH:44]=[N:45][N:46]([CH3:57])[C:47]=1[CH:48]1[CH2:54][CH2:53][C@@H:52]([NH2:55])[C@H:51]([F:56])[CH2:50][O:49]1)=[O:41]>>[NH2:55][C@H:52]1[C@H:51]([F:56])[CH2:50][O:49][C@H:48]([C:47]2[N:46]([CH3:57])[N:45]=[CH:44][C:43]=2[NH:42][C:40]([C:28]2[N:29]=[C:30]([C:32]3[C:33]([F:39])=[CH:34][C:35]([CH:18]4[CH2:17][CH2:5][O:4][CH2:19]4)=[CH:36][C:37]=3[F:38])[S:31][CH:27]=2)=[O:41])[CH2:54][CH2:53]1. Procedure details: Following the procedure for Example 111 starting from tert-butyl ((3S,4R,7S)-3-fluoro-7-(1-methyl-4-nitro-1H-pyrazol-5-yl)oxepan-4-yl)carbamate (Intermediate 80), and replacing 5-((tert-butoxycarbonyl)amino)-2-(2,6-difluorophenyl)thiazole-4-carboxylic acid with 2-(2,6-difluoro-4-(tetrahydrofuran-3-yl)phenyl)thiazole-4-carboxylic acid (Intermediate 145) gave 216. The product was isolated as a mixture of diastereomers. 1H NMR (400 MHz, DMSO-d6) δ 9.85 (s, 1H), 8.61 (s, 1H), 7.80 (s, 1H), 7.27 (d, ... Starting materials: [Al+3], CC(C)=CC(=O)N(C)c1ccc(Br)cc1, CCCCCC, [Cl-], [Cl-], [Cl-], ClCCl, O. Product: CN1C(=O)CC(C)(C)c2cc(Br)ccc21. As a reaction SMILES: [Al+3:17].[Br:1][c:2]1[cH:3][cH:4][c:5]([N:8]([C:9]([CH:10]=[C:11]([CH3:12])[CH3:13])=[O:14])[CH3:15])[cH:6][cH:7]1.[CH3:24][CH2:25][CH2:26][CH2:27][CH2:28][CH3:29].[Cl-:16].[Cl-:18].[Cl-:19].[Cl:21][CH2:22][Cl:23].[OH2:20]>>[Br:1][c:2]1[cH:3][c:4]2[c:5]([cH:6][cH:7]1)[N:8]([CH3:15])[C:9](=[O:14])[CH2:10][C:11]2([CH3:12])[CH3:13].